From a dataset of the Open Reaction Database (ORD), a public repository of structured organic reaction records. describe an organic reaction: reactants, conditions, products, and yield Starting materials: [Li]C(C)CC (s-BuLi), C1CCCCC1 (cyclohexane), ClC(C(Cl)(Cl)Cl)(Cl)Cl (hexachloroethane), C(C)NC(=O)C1=CSC=C1 (N-ethyl-3-thiophenecarboxamide), CN(C)CCN(C)C (TMEDA). Solvent: C1CCOC1 (THF), C1CCOC1 (THF). Reaction conditions: temperature -78 celsius, time 30 minute. The product is C(C)NC(=O)C1=C(SC=C1)Cl (N-ethyl-2-chloro-3-thiophenecarboxamide). The yield is 56.8%. Reaction SMILES: [Li]C(CC)C.C1CCCCC1.[CH2:12]([NH:14][C:15]([C:17]1[CH:21]=[CH:20][S:19][CH:18]=1)=[O:16])[CH3:13].CN(CCN(C)C)C.[Cl:30]C(Cl)(Cl)C(Cl)(Cl)Cl>C1COCC1>[CH2:12]([NH:14][C:15]([C:17]1[CH:21]=[CH:20][S:19][C:18]=1[Cl:30])=[O:16])[CH3:13]. Procedure: A solution of 1.3M s-BuLi in cyclohexane (44 mL, 57.2 mmol) was added dropwise to a -78° C. cooled solution of N-ethyl-3-thiophenecarboxamide (4.04 g, 26 mmol) and TMEDA (6.65 g, 57.2 mmol) in THF (100 mL). After stirring for 30 min at -78° C., a solution of hexachloroethane (13.54 g, 57.2 mmol) in THF (20 mL) was added dropwise. The resulting reaction mixture was warmed to RT over 1 h, quenched with dilute aq citric acid, and extracted with EtOAc (3X). The combined organic extracts were dried (... Starting materials: CC(C)(C)[Si](C)(C)OCCBr, O=C([O-])[O-], CCCCc1nc(C)n(-c2cccc(O)c2)c(=O)c1Cc1ccc(-c2ccccc2C#N)cc1, CCOC(C)=O, CN(C)C=O, [Cs+], [Cs+], O. Yields the product CCCCc1nc(C)n(-c2cccc(OCCO[Si](C)(C)C(C)(C)C)c2)c(=O)c1Cc1ccc(-c2ccccc2C#N)cc1. As a reaction SMILES: [Br:35][CH2:36][CH2:37][O:38][Si:39]([CH3:40])([CH3:41])[C:42]([CH3:43])([CH3:44])[CH3:45].[C:46](=[O:47])([O-:48])[O-:49].[CH2:1]([CH2:2][CH2:3][CH3:4])[c:5]1[n:6][c:7]([CH3:34])[n:8](-[c:27]2[cH:28][c:29]([OH:33])[cH:30][cH:31][cH:32]2)[c:9](=[O:26])[c:10]1[CH2:11][c:12]1[cH:13][cH:14][c:15](-[c:18]2[c:19]([C:24]#[N:25])[cH:20][cH:21][cH:22][cH:23]2)[cH:16][cH:17]1.[CH3:52][CH2:53][O:54][C:55](=[O:56])[CH3:57].[CH3:58][N:59]([CH3:60])[CH:61]=[O:62].[Cs+:50].[Cs+:51].[OH2:63]>>[CH2:1]([CH2:2][CH2:3][CH3:4])[c:5]1[n:6][c:7]([CH3:34])[n:8](-[c:27]2[cH:28][c:29]([O:33][CH2:36][CH2:37][O:38][Si:39]([CH3:40])([CH3:41])[C:42]([CH3:43])([CH3:44])[CH3:45])[cH:30][cH:31][cH:32]2)[c:9](=[O:26])[c:10]1[CH2:11][c:12]1[cH:13][cH:14][c:15](-[c:18]2[c:19]([C:24]#[N:25])[cH:20][cH:21][cH:22][cH:23]2)[cH:16][cH:17]1. The reactants are CC(C)(C)OC(=O)N1CCC(CCN)CC1, C1COCCO1, Cc1cnc(Cl)nc1-c1cc2c(C(=O)NC3CC3)cccc2s1, CCN(C(C)C)C(C)C. Product: Cc1cnc(NCCC2CCN(C(=O)OC(C)(C)C)CC2)nc1-c1cc2c(C(=O)NC3CC3)cccc2s1. As a reaction SMILES: [C:1]([CH3:2])([CH3:3])([CH3:4])[O:5][C:6](=[O:7])[N:8]1[CH2:9][CH2:10][CH:11]([CH2:14][CH2:15][NH2:16])[CH2:12][CH2:13]1.[CH2:49]1[O:50][CH2:51][CH2:52][O:53][CH2:54]1.[CH:17]1([NH:20][C:21](=[O:22])[c:23]2[cH:24][cH:25][cH:26][c:27]3[s:28][c:29](-[c:32]4[n:33][c:34]([Cl:39])[n:35][cH:36][c:37]4[CH3:38])[cH:30][c:31]23)[CH2:18][CH2:19]1.[CH:40]([N:41]([CH:42]([CH3:43])[CH3:44])[CH2:45][CH3:46])([CH3:47])[CH3:48]>>[C:1]([CH3:2])([CH3:3])([CH3:4])[O:5][C:6](=[O:7])[N:8]1[CH2:9][CH2:10][CH:11]([CH2:14][CH2:15][NH:16][c:34]2[n:33][c:32](-[c:29]3[s:28][c:27]4[cH:26][cH:25][cH:24][c:23]([C:21]([NH:20][CH:17]5[CH2:18][CH2:19]5)=[O:22])[c:31]4[cH:30]3)[c:37]([CH3:38])[cH:36][n:35]2)[CH2:12][CH2:13]1. The reactants are C([C@H]1CCCO1)O ((R)-tetrahydrofurfuryl alcohol), C(Cl)Cl (CH2Cl2), C1(=CC=C(C=C1)S(=O)(=O)Cl)C (p-toluenesulfonyl chloride). Run in N1=CC=CC=C1 (pyridine). Run at time 3 hour. Product: CC1=CC=C(C=C1)S(=O)(=O)OC[C@@H]1OCCC1 ((R)-(tetrahydrofuran-2-yl)methyl 4-methylbenzenesulfonate). RXN SMILES: [CH2:1]([OH:7])[C@@H:2]1[O:6][CH2:5][CH2:4][CH2:3]1.C(Cl)Cl.[C:11]1([CH3:21])[CH:16]=[CH:15][C:14]([S:17](Cl)(=[O:19])=[O:18])=[CH:13][CH:12]=1>N1C=CC=CC=1>[CH3:21][C:11]1[CH:16]=[CH:15][C:14]([S:17]([O:7][CH2:1][C@H:2]2[CH2:3][CH2:4][CH2:5][O:6]2)(=[O:19])=[O:18])=[CH:13][CH:12]=1. Procedure: To a solution of (R)-tetrahydrofurfuryl alcohol (Lancaster, 1.0 g, 9.8 mmol) in mL of CH2Cl2 and 5 mL of pyridine was added p-toluenesulfonyl chloride (2.8 g, 15 mmol) portionwise over 15 minutes. The mixture stirred at ambient temperature for 3 hours and was quenched with 10 mL of saturated, aqueous NaHCO3. The layers were separated and the aqueous phase was extracted with three 5 mL portions of CH2Cl2. The combined organic extracts were dried over anhydrous Na2SO4, filtered and concentrated un... Starting materials: CCOCC (Et2O), C(C)OC(=O)C1(CCNCC1)CC1=CC=CC=C1 (4-Benzyl-piperidine-4-carboxylic acid ethyl ester), C(C1=CC=CC=C1)OC(NCCBr)=O ((2-bromo-ethyl)-carbamic acid benzyl ester), CCN(C(C)C)C(C)C (DIPEA). The solvent is C1CCOC1 (THF). Conditions: temperature 80 celsius. Product: C(C)OC(=O)C1(CCN(CC1)CCNC(=O)OCC1=CC=CC=C1)CC1=CC=CC=C1 (4-Benzyl-1-(2-benzyloxycarbonylamino-ethyl)-piperidine-4-carboxylic acid ethyl ester). RXN SMILES: [CH2:1]([O:3][C:4]([C:6]1([CH2:12][C:13]2[CH:18]=[CH:17][CH:16]=[CH:15][CH:14]=2)[CH2:11][CH2:10][NH:9][CH2:8][CH2:7]1)=[O:5])[CH3:2].[CH2:19]([O:26][C:27](=[O:32])[NH:28][CH2:29][CH2:30]Br)[C:20]1[CH:25]=[CH:24][CH:23]=[CH:22][CH:21]=1.CCN(C(C)C)C(C)C.CCOCC>C1COCC1>[CH2:1]([O:3][C:4]([C:6]1([CH2:12][C:13]2[CH:14]=[CH:15][CH:16]=[CH:17][CH:18]=2)[CH2:7][CH2:8][N:9]([CH2:30][CH2:29][NH:28][C:27]([O:26][CH2:19][C:20]2[CH:25]=[CH:24][CH:23]=[CH:22][CH:21]=2)=[O:32])[CH2:10][CH2:11]1)=[O:5])[CH3:2]. Procedure: 4-Benzyl-piperidine-4-carboxylic acid ethyl ester (2.5 g, 10 mmol), (2-bromo-ethyl)-carbamic acid benzyl ester (2.58 g, 10 mmol) and DIPEA (1.7 mL, 10 mmol) are dissolved in THF (50 mL) and heated at 80° C. for 15 h. The mixture is poured into Et2O (200 mL) and washed with sat. Na2CO3 (50 mL). The ether phase is extracted with 1M aqueous HCl (3×50 mL), the aqueous extracts washed with ether (50 mL) and adjusted to pH 14 with cooled 33% aqueous NaOH. The aqueous phase is extracted with CH2Cl2 (4×... Procedure details: 1.41 g of t-butyl 4-[hydroxy-(5-methylsulfanylthiophen-2-yl)-methyl]-piperidine-1-carboxylate (compound in Production Example 389) was dissolved in 40 mL acetone, and 14 g manganese dioxide was added thereto and stirred at room temperature for 24 hours. The reaction mixture was filtered through Celite, then the solvent was removed to give 1.14 g t-butyl 4-(5-methylsulfanylthiophen-2-carbonyl)piperidine-1-carboxylate, 5 mL of 4 N hydrogen chloride in ethyl acetate was added thereto, and the mixtu... The reactants are OC(C1CCN(CC1)C(=O)OC(C)(C)C)C=1SC(=CC1)SC (t-butyl 4-[hydroxy-(5-methylsulfanylthiophen-2-yl)-methyl]-piperidine-1-carboxylate). Conditions: time 24 hour. The reagents and catalysts are [O-2].[O-2].[Mn+4] (manganese dioxide). Product: CSC1=CC=C(S1)C(=O)C1CCN(CC1)C(=O)OC(C)(C)C (t-butyl 4-(5-methylsulfanylthiophen-2-carbonyl)piperidine-1-carboxylate). RXN SMILES: [OH:1][CH:2]([C:16]1[S:17][C:18]([S:21][CH3:22])=[CH:19][CH:20]=1)[CH:3]1[CH2:8][CH2:7][N:6]([C:9]([O:11][C:12]([CH3:15])([CH3:14])[CH3:13])=[O:10])[CH2:5][CH2:4]1>CC(C)=O.[O-2].[O-2].[Mn+4]>[CH3:22][S:21][C:18]1[S:17][C:16]([C:2]([CH:3]2[CH2:8][CH2:7][N:6]([C:9]([O:11][C:12]([CH3:15])([CH3:14])[CH3:13])=[O:10])[CH2:5][CH2:4]2)=[O:1])=[CH:20][CH:19]=1 |f:2.3.4|. Isolated yield 81.3%. Solvent: CC(=O)C (acetone).